This data is from the Open Reaction Database (ORD), a public repository of structured organic reaction records. The task is: describe an organic reaction: reactants, conditions, products, and yield The reactants are COC=1C=C(C=CC1)N1CCN(CC1)CCCCC1=CNC2=CC=C(C=C12)C#N (3-[4-(4-m-methoxyphenylpiperazino)butyl]-5-cyanoindole), [OH-].[Na+] (NaOH), C(C)OCCOCCO (diethylene glycol monoethyl ether). Solvent: O (water). Run at time 3 hour. Yields the product COC=1C=C(C=CC1)N1CCN(CC1)CCCCC1=CNC2=CC=C(C=C12)C(=O)N (3-[4-(4-m-methoxyphenylpiperazino)butyl]indole-5-carboxamide). RXN SMILES: [CH3:1][O:2][C:3]1[CH:4]=[C:5]([N:9]2[CH2:14][CH2:13][N:12]([CH2:15][CH2:16][CH2:17][CH2:18][C:19]3[C:27]4[C:22](=[CH:23][CH:24]=[C:25]([C:28]#[N:29])[CH:26]=4)[NH:21][CH:20]=3)[CH2:11][CH2:10]2)[CH:6]=[CH:7][CH:8]=1.[OH-].[Na+].C([O:34]CCOCCO)C>O>[CH3:1][O:2][C:3]1[CH:4]=[C:5]([N:9]2[CH2:14][CH2:13][N:12]([CH2:15][CH2:16][CH2:17][CH2:18][C:19]3[C:27]4[C:22](=[CH:23][CH:24]=[C:25]([C:28]([NH2:29])=[O:34])[CH:26]=4)[NH:21][CH:20]=3)[CH2:11][CH2:10]2)[CH:6]=[CH:7][CH:8]=1 |f:1.2|. Procedure: A mixture of 30.6 g of 3-[4-(4-m-methoxyphenylpiperazino)butyl]-5-cyanoindole, 27.1 g of NaOH, 520 ml of water and 420 ml of diethylene glycol monoethyl ether is stirred for 3 hours at a bath temperature of 140°. It is cooled and worked up in a conventional manner, and 3-[4-(4-m-methoxyphenylpiperazino)butyl]indole-5-carboxamide is obtained.